From a dataset of the Open Reaction Database (ORD), a public repository of structured organic reaction records. describe an organic reaction: reactants, conditions, products, and yield Reactants: CN(C)C=O, COCOc1ccc(Cl)c(COS(C)(=O)=O)c1Cl, [H-], [Na+], O, Cc1ccc2cccc(O)c2n1. Yields the product COCOc1ccc(Cl)c(COc2cccc3ccc(C)nc23)c1Cl. Reaction SMILES: [CH3:34][N:35]([CH3:36])[CH:37]=[O:38].[Cl:15][c:16]1[c:17]([CH2:27][O:28][S:29]([CH3:30])(=[O:31])=[O:32])[c:18]([Cl:26])[cH:19][cH:20][c:21]1[O:22][CH2:23][O:24][CH3:25].[H-:13].[Na+:14].[OH2:33].[OH:1][c:2]1[cH:3][cH:4][cH:5][c:6]2[cH:7][cH:8][c:9]([CH3:12])[n:10][c:11]12>>[O:1]([c:2]1[cH:3][cH:4][cH:5][c:6]2[cH:7][cH:8][c:9]([CH3:12])[n:10][c:11]12)[CH2:27][c:17]1[c:16]([Cl:15])[c:21]([O:22][CH2:23][O:24][CH3:25])[cH:20][cH:19][c:18]1[Cl:26]. Reactants: ClC1=C(C=C(CNC(C(F)(F)F)=O)C=C1)N1N=C(NC1=O)C1=CC=C(C=C1)I (N-(4-chloro-3-(3-(4-iodophenyl)-5-oxo-4,5-dihydro-1H-1,2,4-triazol-1-yl)benzyl)-2,2,2-trifluoroacetamide), C(#C)C1CC1 (ethynylcyclopropane), CCCC[N+](CCCC)(CCCC)CCCC.[F-] (TBAF). Reagents/catalysts: Cl[Pd]([P](C1=CC=CC=C1)(C2=CC=CC=C2)C3=CC=CC=C3)([P](C4=CC=CC=C4)(C5=CC=CC=C5)C6=CC=CC=C6)Cl (bis(triphenylphosphine)palladium(II) chloride). The solvent is CS(=O)C (DMSO). The product is ClC1=C(C=C(CNC(C(F)(F)F)=O)C=C1)N1N=C(NC1=O)C1=CC=C(C=C1)C#CC1CC1 (N-(4-Chloro-3-(3-(4-(cyclopropylethynyl)phenyl)-5-oxo-4,5-dihydro-1H-1,2,4-triazol-1-yl)benzyl)-2,2,2-trifluoroacetamide). The yield is 7.6%. As a reaction SMILES: [Cl:1][C:2]1[CH:15]=[CH:14][C:5]([CH2:6][NH:7][C:8](=[O:13])[C:9]([F:12])([F:11])[F:10])=[CH:4][C:3]=1[N:16]1[C:20](=[O:21])[NH:19][C:18]([C:22]2[CH:27]=[CH:26][C:25](I)=[CH:24][CH:23]=2)=[N:17]1.[C:29]([CH:31]1[CH2:33][CH2:32]1)#[CH:30].CCCC[N+](CCCC)(CCCC)CCCC.[F-]>Cl[Pd](Cl)([P](C1C=CC=CC=1)(C1C=CC=CC=1)C1C=CC=CC=1)[P](C1C=CC=CC=1)(C1C=CC=CC=1)C1C=CC=CC=1.CS(C)=O>[Cl:1][C:2]1[CH:15]=[CH:14][C:5]([CH2:6][NH:7][C:8](=[O:13])[C:9]([F:12])([F:11])[F:10])=[CH:4][C:3]=1[N:16]1[C:20](=[O:21])[NH:19][C:18]([C:22]2[CH:27]=[CH:26][C:25]([C:30]#[C:29][CH:31]3[CH2:33][CH2:32]3)=[CH:24][CH:23]=2)=[N:17]1 |f:2.3,^1:54,73|. Reported procedure: The title compound was prepared according to the procedure described in Example 111 using N-(4-chloro-3-(3-(4-iodophenyl)-5-oxo-4,5-dihydro-1H-1,2,4-triazol-1-yl)benzyl)-2,2,2-trifluoroacetamide (Intermediate-146, 0.300 g, 0.568 mmol), ethynylcyclopropane (0.056 g, 0.852 mmol), TBAF (0.444 g, 1.72 mmol), bis(triphenylphosphine)palladium(II) chloride (0.016 g, 0.022 mmol) and DMSO (3.0 mL) to afford 0.020 g of the desired product. 1H NMR (300 MHz, DMSO d6): δ 0.75 (m, 2H), 0.90 (m, 2H), 1.55 (m, ... The reactants are CC(C)(C)[O-], CN(C)C=O, CC(=O)Nc1nc(C=O)cs1, [K+], O=[N+]([O-])c1ccc(CBr)cc1, c1ccc(P(c2ccccc2)c2ccccc2)cc1. Product: CC(=O)Nc1nc(C=Cc2ccc([N+](=O)[O-])cc2)cs1. As a reaction SMILES: [CH3:31][C:32]([CH3:33])([O-:34])[CH3:35].[CH3:48][N:49]([CH3:50])[CH:51]=[O:52].[CH:37](=[O:38])[c:39]1[n:40][c:41]([NH:44][C:45]([CH3:46])=[O:47])[s:42][cH:43]1.[K+:36].[O-:1][N+:2](=[O:3])[c:4]1[cH:5][cH:6][c:7]([CH2:8][Br:9])[cH:10][cH:11]1.[c:12]1([P:13]([c:14]2[cH:15][cH:16][cH:17][cH:18][cH:19]2)[c:20]2[cH:21][cH:22][cH:23][cH:24][cH:25]2)[cH:26][cH:27][cH:28][cH:29][cH:30]1>>[O-:1][N+:2](=[O:3])[c:4]1[cH:5][cH:6][c:7]([CH:8]=[CH:37][c:39]2[n:40][c:41]([NH:44][C:45]([CH3:46])=[O:47])[s:42][cH:43]2)[cH:10][cH:11]1. The reactants are C(C1=CC=CC=C1)(=O)Cl (benzoyl chloride), N1C=NC=C1 (imidazole). Yields the product C(C1=CC=CC=C1)(=O)C=1NC=CN1 (Benzoyl imidazole). Isolated yield 71.0%. As a reaction SMILES: [C:1](Cl)(=[O:8])[C:2]1[CH:7]=[CH:6][CH:5]=[CH:4][CH:3]=1.[NH:10]1[CH:14]=[CH:13][N:12]=[CH:11]1>>[C:1]([C:11]1[NH:10][CH:14]=[CH:13][N:12]=1)(=[O:8])[C:2]1[CH:7]=[CH:6][CH:5]=[CH:4][CH:3]=1. Procedure details: Benzoyl imidazole was prepared by the above procedure using benzoyl chloride (28.1 grams, 200 mmole) and imidazole (14.3 grams, 210 mmole), in an amount of 24.3 grams (71% yield). Yields the product CCOC(=O)N1CCN(C(=O)C(CCC(=O)OC(C)(C)C)NC(=O)c2cc(OCC(=O)N3CCCC3C(=O)OCc3ccccc3)n(-c3cccc(F)c3)n2)CC1. Reaction SMILES: [CH2:1]([CH3:2])[O:3][C:4](=[O:5])[N:6]1[CH2:7][CH2:8][N:9]([C:12]([CH:13]([CH2:14][CH2:15][C:16](=[O:17])[O:18][C:19]([CH3:20])([CH3:21])[CH3:22])[NH:23][C:24](=[O:25])[c:26]2[n:27][n:28](-[c:36]3[cH:37][c:38]([F:42])[cH:39][cH:40][cH:41]3)[c:29]([O:31][CH2:32][C:33](=[O:34])[OH:35])[cH:30]2)=[O:43])[CH2:10][CH2:11]1.[CH2:64]([c:65]1[cH:66][cH:67][cH:68][cH:69][cH:70]1)[O:71][C:72]([CH:73]1[NH:74][CH2:75][CH2:76][CH2:77]1)=[O:78].[CH2:90]([Cl:91])[CH2:92][Cl:93].[CH3:84][CH2:85][O:86][C:87](=[O:88])[CH3:89].[CH:54]([N:55]([CH2:56][CH3:57])[CH:58]([CH3:59])[CH3:60])([CH3:61])[CH3:62].[ClH:63].[O:79]=[CH:80][N:81]([CH3:82])[CH3:83].[OH:44][n:45]1[c:46]2[c:47]([cH:48][cH:49][cH:50][cH:51]2)[n:52][n:53]1>>[CH2:1]([CH3:2])[O:3][C:4](=[O:5])[N:6]1[CH2:7][CH2:8][N:9]([C:12]([CH:13]([CH2:14][CH2:15][C:16](=[O:17])[O:18][C:19]([CH3:20])([CH3:21])[CH3:22])[NH:23][C:24](=[O:25])[c:26]2[n:27][n:28](-[c:36]3[cH:37][c:38]([F:42])[cH:39][cH:40][cH:41]3)[c:29]([O:31][CH2:32][C:33](=[O:34])[N:74]3[CH:73]([C:72]([O:71][CH2:64][c:65]4[cH:66][cH:67][cH:68][cH:69][cH:70]4)=[O:78])[CH2:77][CH2:76][CH2:75]3)[cH:30]2)=[O:43])[CH2:10][CH2:11]1. The reactants are CCOC(=O)N1CCN(C(=O)C(CCC(=O)OC(C)(C)C)NC(=O)c2cc(OCC(=O)O)n(-c3cccc(F)c3)n2)CC1, O=C(OCc1ccccc1)C1CCCN1, ClCCCl, CCOC(C)=O, CCN(C(C)C)C(C)C, Cl, CN(C)C=O, On1nnc2ccccc21.